Dataset: the Open Reaction Database (ORD), a public repository of structured organic reaction records. Task: describe an organic reaction: reactants, conditions, products, and yield Starting materials: BrCC(=O)OCCC (n-propyl bromoacetate), COP1OC(C(O1)C)C (2-methoxy-4,5-dimethyl -1,3,2-dioxaphospholane). Yields the product C(CC)OC(=O)CP1(OC(C(O1)C)C)=O (2-propoxycarbonylmethyl-4,5-dimethyl-2-oxo-1,3,2-dioxaphospholane). Yield: 95.1%. As a reaction SMILES: Br[CH2:2][C:3]([O:5][CH2:6][CH2:7][CH3:8])=[O:4].C[O:10][P:11]1[O:15][CH:14]([CH3:16])[CH:13]([CH3:17])[O:12]1>>[CH2:6]([O:5][C:3]([CH2:2][P:11]1(=[O:10])[O:15][CH:14]([CH3:16])[CH:13]([CH3:17])[O:12]1)=[O:4])[CH2:7][CH3:8]. Procedure details: Using the procedure of Step A of Example 1, 3.8 g of n-propyl bromoacetate and 2.42 g of 2-methoxy-4,5-dimethyl -1,3,2-dioxaphospholane were reacted to obtain 3.62 g of raw 2-propoxycarbonylmethyl-4,5-dimethyl-2-oxo-1,3,2-dioxaphospholane which was used as is for the next step. Starting materials: CN(NC(=O)C1(CCNCC1)C1=CC=CC=C1)C (4-(3,3-dimethylcarbazoyl)-4-phenylpiperidine), C(#N)[BH3-].[Na+] (sodium cyanoborohydride), C(C)(=O)O (acetic acid), O.O.Cl.C(C1=CC=CC=C1)(=O)N1CC(OCC1)(CCN1CCC(CC1)(NC(=O)N)C1=CC=CC=C1)C1=CC(=C(C=C1)F)F (4-Benzoyl-2-(3,4-difluorophenyl)-2-[2-(4-phenyl-4-ureidopiperid-1-yl)ethyl]morpholine hydrochloride dihydrate). Run in CO (MeOH), CO (MeOH), CO (MeOH). Yields the product Cl.Cl.C(C1=CC=CC=C1)(=O)N1CC(OCC1)(CCN1CCC(CC1)(C1=CC=CC=C1)C(NN(C)C)=O)C1=CC(=C(C=C1)F)F (4-Benzoyl-2-(3,4-difluorophenyl)-2-[2-[4-(3,3-dimethylcarbazoyl)-4-phenylpiperid-1-yl]ethyl]morpholine dihydrochloride). Isolated yield 145.0%. RXN SMILES: [CH3:1][N:2]([CH3:18])[NH:3][C:4]([C:6]1([C:12]2[CH:17]=[CH:16][CH:15]=[CH:14][CH:13]=2)[CH2:11][CH2:10][NH:9][CH2:8][CH2:7]1)=[O:5].C(O)(=O)C.O.O.[ClH:25].[C:26]([N:34]1[CH2:39][CH2:38][O:37][C:36]([C:58]2[CH:63]=[CH:62][C:61]([F:64])=[C:60]([F:65])[CH:59]=2)([CH2:40][CH2:41]N2CCC(C3C=CC=CC=3)(NC(N)=O)CC2)[CH2:35]1)(=[O:33])[C:27]1[CH:32]=[CH:31][CH:30]=[CH:29][CH:28]=1.C([BH3-])#N.[Na+]>CO>[ClH:25].[ClH:25].[C:26]([N:34]1[CH2:39][CH2:38][O:37][C:36]([C:58]2[CH:63]=[CH:62][C:61]([F:64])=[C:60]([F:65])[CH:59]=2)([CH2:40][CH2:41][N:9]2[CH2:8][CH2:7][C:6]([C:4](=[O:5])[NH:3][N:2]([CH3:18])[CH3:1])([C:12]3[CH:17]=[CH:16][CH:15]=[CH:14][CH:13]=3)[CH2:11][CH2:10]2)[CH2:35]1)(=[O:33])[C:27]1[CH:28]=[CH:29][CH:30]=[CH:31][CH:32]=1 |f:2.3.4.5,6.7,9.10.11|. Procedure: This compound is prepared by the procedure described in step B of EXAMPLE 68 from 1.55 g of 4-(3,3-dimethylcarbazoyl)-4-phenylpiperidine (free base) and 0.38 ml of acetic acid in 26 ml of MeOH, and then 2.4 g of the compound obtained in step A of EXAMPLE 68 in 26 ml of MeOH and 0.47 g of sodium cyanoborohydride in 26 ml of MeOH. This gives 1.82 g of the expected product. Reactants: ClC1=NC=C(C(=N1)NC1=C(C=C(C=C1)N1CCN(CC1)C(C)=O)OC(F)F)F (1-(4-(4-(2-chloro-5-fluoropyrimidine-4-ylamino)-3-(difluoromethoxy)phenyl)piperazin-1-yl)ethanone), C(C)(C)(C)OC(=O)N1CCN(CC1)C1=CC(=C(C=C1)N)OC (tert-butyl-4-(4-amino-3-methoxyphenyl)piperazin-1-carboxylate). Solvent: C(C)OC(C)O.Cl (HCl ethoxyethanol). Reaction conditions: temperature 115 celsius, time 8 hour. The product is FC(OC=1C=C(C=CC1NC1=NC(=NC=C1F)NC1=C(C=C(C=C1)N1CCNCC1)OC)N1CCN(CC1)C(C)=O)F (1-(4-(3-(difluoromethoxy)-4-(5-fluoro-2-(2-methoxy-4-(piperazin-1-yl)phenylamino)pyrimidin-4-ylamino)phenyl)piperazin-1-yl)ethanone). The yield is 22.2%. RXN SMILES: Cl[C:2]1[N:7]=[C:6]([NH:8][C:9]2[CH:14]=[CH:13][C:12]([N:15]3[CH2:20][CH2:19][N:18]([C:21](=[O:23])[CH3:22])[CH2:17][CH2:16]3)=[CH:11][C:10]=2[O:24][CH:25]([F:27])[F:26])[C:5]([F:28])=[CH:4][N:3]=1.C(OC([N:36]1[CH2:41][CH2:40][N:39]([C:42]2[CH:47]=[CH:46][C:45]([NH2:48])=[C:44]([O:49][CH3:50])[CH:43]=2)[CH2:38][CH2:37]1)=O)(C)(C)C>C(OC(O)C)C.Cl>[F:26][CH:25]([F:27])[O:24][C:10]1[CH:11]=[C:12]([N:15]2[CH2:20][CH2:19][N:18]([C:21](=[O:23])[CH3:22])[CH2:17][CH2:16]2)[CH:13]=[CH:14][C:9]=1[NH:8][C:6]1[C:5]([F:28])=[CH:4][N:3]=[C:2]([NH:48][C:45]2[CH:46]=[CH:47][C:42]([N:39]3[CH2:38][CH2:37][NH:36][CH2:41][CH2:40]3)=[CH:43][C:44]=2[O:49][CH3:50])[N:7]=1 |f:2.3|. Procedure details: 1-(4-(4-(2-chloro-5-fluoropyrimidine-4-ylamino)-3-(difluoromethoxy)phenyl)piperazin-1-yl)ethanone (320 mg) and tert-butyl-4-(4-amino-3-methoxyphenyl)piperazin-1-carboxylate (236 mg) were dissolved in 0.08M HCl ethoxyethanol solution (7.7 ml), and stirred at 115° C. overnight. Upon completion of the reaction, the mixture was distilled under reduced pressure to remove the solvent, and the thus obtained oil was diluted with ethyl acetate. The diluted mixture was neutralized with a saturated aqueous... Reactants: CC(=O)C(C)Br, O=C([O-])[O-], CN(C)C=O, CCOC(C)=O, O=CNc1cccc([N+](=O)[O-])c1, [K+], [K+]. Product: CC(=O)C(C)N(C=O)c1cccc([N+](=O)[O-])c1. RXN SMILES: [Br:19][CH:20]([CH3:21])[C:22]([CH3:23])=[O:24].[C:13](=[O:14])([O-:15])[O-:16].[CH3:25][N:26]([CH3:27])[CH:28]=[O:29].[CH3:30][CH2:31][O:32][C:33](=[O:34])[CH3:35].[CH:1](=[O:2])[NH:3][c:4]1[cH:5][c:6]([N+:10](=[O:11])[O-:12])[cH:7][cH:8][cH:9]1.[K+:17].[K+:18]>>[CH:1](=[O:2])[N:3]([c:4]1[cH:5][c:6]([N+:10](=[O:11])[O-:12])[cH:7][cH:8][cH:9]1)[CH:20]([CH3:21])[C:22]([CH3:23])=[O:24]. Reactants: O=C(CBr)OCc1ccccc1, O=c1cnc2cc(Cl)c(Cl)cc2[nH]1, [H-], [Na+], CN(C)C=O. The product is O=C(Cn1c(=O)cnc2cc(Cl)c(Cl)cc21)OCc1ccccc1. RXN SMILES: [Br:16][CH2:17][C:18](=[O:19])[O:20][CH2:21][c:22]1[cH:23][cH:24][cH:25][cH:26][cH:27]1.[Cl:1][c:2]1[cH:3][c:4]2[n:5][cH:6][c:7](=[O:13])[nH:8][c:9]2[cH:10][c:11]1[Cl:12].[H-:14].[Na+:15].[O:28]=[CH:29][N:30]([CH3:31])[CH3:32]>>[Cl:1][c:2]1[cH:3][c:4]2[n:5][cH:6][c:7](=[O:13])[n:8]([CH2:17][C:18](=[O:19])[O:20][CH2:21][c:22]3[cH:23][cH:24][cH:25][cH:26][cH:27]3)[c:9]2[cH:10][c:11]1[Cl:12]. Reactants: Br, CN(C)c1ccncc1, CC(C)O, Nc1ccc([N+](=O)[O-])cc1, N#Cc1ccccc1. Yields the product N=C(Nc1ccc([N+](=O)[O-])cc1)c1ccccc1. As a reaction SMILES: [BrH:9].[CH3:20][N:21]([CH3:22])[c:23]1[cH:24][cH:25][n:26][cH:27][cH:28]1.[CH:29]([OH:30])([CH3:31])[CH3:32].[N+:10](=[O:11])([O-:12])[c:13]1[cH:14][cH:15][c:16]([NH2:17])[cH:18][cH:19]1.[N:1]#[C:2][c:3]1[cH:4][cH:5][cH:6][cH:7][cH:8]1>>[NH:1]=[C:2]([c:3]1[cH:4][cH:5][cH:6][cH:7][cH:8]1)[NH:17][c:16]1[cH:15][cH:14][c:13]([N+:10](=[O:11])[O-:12])[cH:19][cH:18]1. Run in C(C)O (ethanol). Reactants: C(CCC)(=O)N(CC1=CC=C(C=C1)N1C(=CC(=C1)Cl)C#N)C1=NC=CC(=C1[N+](=O)[O-])C (2-[N-butyryl-N-[4-(4-chloro-2-cyano-1-pyrrolyl)benzyl]amino]-4-methyl-3-nitropyridine), C(C)(=O)O (acetic acid). The reagents and catalysts are [Fe] (iron). RXN SMILES: [C:1]([N:6]([C:22]1[C:27]([N+:28]([O-])=O)=[C:26]([CH3:31])[CH:25]=[CH:24][N:23]=1)[CH2:7][C:8]1[CH:13]=[CH:12][C:11]([N:14]2[CH:18]=[C:17]([Cl:19])[CH:16]=[C:15]2[C:20]#[N:21])=[CH:10][CH:9]=1)(=O)[CH2:2][CH2:3][CH3:4].C(O)(=O)C>[Fe].C(O)C>[Cl:19][C:17]1[CH:16]=[C:15]([C:20]#[N:21])[N:14]([C:11]2[CH:12]=[CH:13][C:8]([CH2:7][N:6]3[C:22]4=[N:23][CH:24]=[CH:25][C:26]([CH3:31])=[C:27]4[N:28]=[C:1]3[CH2:2][CH2:3][CH3:4])=[CH:9][CH:10]=2)[CH:18]=1. Procedure details: A mixture of 2-[N-butyryl-N-[4-(4-chloro-2-cyano-1-pyrrolyl)benzyl]amino]-4-methyl-3-nitropyridine (700 mg), iron powder (894 mg), acetic acid (1.8 ml) and ethanol (15 ml) was stirred under reflux for 15 hours. After being cooled to room temperature, the reaction mixture was filtered and the filtrate was evaporated in vacuo. The residue was partitioned into ethyl acetate (100 ml) and saturated aqueous sodium hydrogencarbonate solution. The organic layer was washed with water, dried over magnesiu... Product: ClC=1C=C(N(C1)C1=CC=C(CN2C(=NC=3C2=NC=CC3C)CCC)C=C1)C#N (3-[4-(4-chloro-2-cyano-1-pyrrolyl)benzyl]-7-methyl-2-propyl-3H-imidazo-[4,5-b]pyridine). Yield: 90.7%.